Dataset: the Open Reaction Database (ORD), a public repository of structured organic reaction records. Task: describe an organic reaction: reactants, conditions, products, and yield Reactants: O1C2=C(OCC1)C=C(C=C2)[C@H]([C@H](C)N)OC=2C=C1C=NN(C1=CC2)C2=CC=C(C=C2)F ((1R,2S)-1-(2,3-dihydrobenzo[b][1,4]dioxin-6-yl)-1-(1-(4-fluorophenyl)-1H-indazol-5-yloxy)propan-2-amine), CCN(C(C)C)C(C)C (DIPEA), C1(CC1)S(=O)(=O)Cl (cyclopropanesulfonyl chloride). Run in O (water), CN1CCCC1=O (NMP). Reaction conditions: time 1 hour. Product: O1C2=C(OCC1)C=C(C=C2)[C@H]([C@H](C)NS(=O)(=O)C2CC2)OC=2C=C1C=NN(C1=CC2)C2=CC=C(C=C2)F (N-((1R,2S)-1-(2,3-dihydrobenzo[b][1,4]dioxin-6-yl)-1-(1-(4-fluorophenyl)-1H-indazol-5-yloxy)propan-2-yl)cyclopropanesulfonamide). As a reaction SMILES: [O:1]1[CH2:6][CH2:5][O:4][C:3]2[CH:7]=[C:8]([C@@H:11]([O:15][C:16]3[CH:17]=[C:18]4[C:22](=[CH:23][CH:24]=3)[N:21]([C:25]3[CH:30]=[CH:29][C:28]([F:31])=[CH:27][CH:26]=3)[N:20]=[CH:19]4)[C@@H:12]([NH2:14])[CH3:13])[CH:9]=[CH:10][C:2]1=2.CCN(C(C)C)C(C)C.[CH:41]1([S:44](Cl)(=[O:46])=[O:45])[CH2:43][CH2:42]1>CN1C(=O)CCC1.O>[O:1]1[CH2:6][CH2:5][O:4][C:3]2[CH:7]=[C:8]([C@@H:11]([O:15][C:16]3[CH:17]=[C:18]4[C:22](=[CH:23][CH:24]=3)[N:21]([C:25]3[CH:26]=[CH:27][C:28]([F:31])=[CH:29][CH:30]=3)[N:20]=[CH:19]4)[C@@H:12]([NH:14][S:44]([CH:41]3[CH2:43][CH2:42]3)(=[O:46])=[O:45])[CH3:13])[CH:9]=[CH:10][C:2]1=2. Procedure: (1R,2S)-1-(2,3-dihydrobenzo[b][1,4]dioxin-6-yl)-1-(1-(4-fluorophenyl)-1H-indazol-5-yloxy)propan-2-amine (43a, 102 mg, 0.24 mmol) and DIPEA (170 μL, 0.97 mmol) was dissolved in NMP (2 mL). cyclopropanesulfonyl chloride (40 μL, 0.39 mmol) was added and the reaction mixture was stirred at room temperature for 1 hour. The reaction mixture was diluted with water (10 mL) and extracted with EtOAc (2×10 mL), the organic phase was washed with brine, dried (Na2SO4), filtered and evaporated to give an oily... Starting materials: C(C1=CC=CC=C1)OC1=CC=C(C=C1)[C@@H]1[C@@H](CNCC1)F (cis-4-(4-(benzyloxy)phenyl)-3-fluoropiperidine). Reagents/catalysts: [Pd] (Pd/C). Run in CC(C)O (IPA). The product is F[C@@H]1CNCC[C@@H]1C1=CC=C(C=C1)O (cis-4-(3-fluoropiperidin-4-yl)phenol). Yield: 93.9%. As a reaction SMILES: C([O:8][C:9]1[CH:14]=[CH:13][C:12]([C@H:15]2[CH2:20][CH2:19][NH:18][CH2:17][C@H:16]2[F:21])=[CH:11][CH:10]=1)C1C=CC=CC=1>CC(O)C.[Pd]>[F:21][C@H:16]1[C@@H:15]([C:12]2[CH:13]=[CH:14][C:9]([OH:8])=[CH:10][CH:11]=2)[CH2:20][CH2:19][NH:18][CH2:17]1. Procedure: To 10% Pd/C (40 mg) under nitrogen was added a solution of cis-4-(4-(benzyloxy)phenyl)-3-fluoropiperidine (140 mg, 0.49 mmol) in IPA (4 mL). The mixture was stirred under a hydrogen atmosphere using balloon pressure at rt for 2 h. The Pd/C was removed by filtration through a glass fiber filter. The filtrate was concentrated to give cis-4-(3-fluoropiperidin-4-yl)phenol (90 mg, 0.46 mmol, 94% yield). LC/MS (Method J, M+H)+=196.25, RT=0.706 min; 1H NMR (500 MHz, methanol-d4) δ 7.14 (d, J=8.4 Hz, 2H... Starting materials: COc1ccc(S(=O)(=O)Nc2ccc(N3CCC(=O)CC3)cc2)cc1OC, NCC(O)COc1ccc(O)c2c1CCC(=O)N2. The product is COc1ccc(S(=O)(=O)Nc2ccc(N3CCC(NCC(O)COc4ccc(O)c5c4CCC(=O)N5)CC3)cc2)cc1OC. RXN SMILES: [CH3:1][O:2][c:3]1[cH:4][c:5]([S:11](=[O:12])(=[O:13])[NH:14][c:15]2[cH:16][cH:17][c:18]([N:21]3[CH2:22][CH2:23][C:24](=[O:27])[CH2:25][CH2:26]3)[cH:19][cH:20]2)[cH:6][cH:7][c:8]1[O:9][CH3:10].[NH2:28][CH2:29][CH:30]([CH2:31][O:32][c:33]1[c:34]2[c:39]([c:40]([OH:43])[cH:41][cH:42]1)[NH:38][C:37](=[O:44])[CH2:36][CH2:35]2)[OH:45]>>[CH3:1][O:2][c:3]1[cH:4][c:5]([S:11](=[O:12])(=[O:13])[NH:14][c:15]2[cH:16][cH:17][c:18]([N:21]3[CH2:22][CH2:23][CH:24]([NH:28][CH2:29][CH:30]([CH2:31][O:32][c:33]4[c:34]5[c:39]([c:40]([OH:43])[cH:41][cH:42]4)[NH:38][C:37](=[O:44])[CH2:36][CH2:35]5)[OH:45])[CH2:25][CH2:26]3)[cH:19][cH:20]2)[cH:6][cH:7][c:8]1[O:9][CH3:10]. Run in CO (methanol). The reactants are ClC1=NC2=CC(=CC=C2N=C1)F (2-chloro-7-fluoroquinoxaline), C[O-].[Na+] (sodium methoxide). Product: FC1=CC=C2N=CC(=NC2=C1)OC (7-fluoro-2-methoxyquinoxaline). The yield is 93.5%. RXN SMILES: Cl[C:2]1[CH:11]=[N:10][C:9]2[C:4](=[CH:5][C:6]([F:12])=[CH:7][CH:8]=2)[N:3]=1.[CH3:13][O-:14].[Na+]>CO>[F:12][C:6]1[CH:5]=[C:4]2[C:9]([N:10]=[CH:11][C:2]([O:14][CH3:13])=[N:3]2)=[CH:8][CH:7]=1 |f:1.2|. Reported procedure: To a solution of 2-chloro-7-fluoroquinoxaline (0.1 g, 0.54 mmol) in methanol (15 ml) was added sodium methoxide (0.29 g, 0.54 mmol) at room temperature under nitrogen atmosphere. The reaction mass was heated at reflux for 3 h. The solvent was evaporated under reduced pressure and the residue was diluted with DCM and washed with water. The organic layer was dried over anhydrous sodium sulfate, filtered and evaporated to get crude compound 7-fluoro-2-methoxyquinoxaline (0.09 g, 88% yield) as white...